Dataset: the Open Reaction Database (ORD), a public repository of structured organic reaction records. Task: describe an organic reaction: reactants, conditions, products, and yield Reactants: C1CCOC1, CCO, CCOC(=O)C1CCOc2cc(Oc3ccc(C(=O)NC4CC(c5ccccc5)C4)cc3)c(Cl)cc21, [Na+], [OH-]. Product: O=C(NC1CC(c2ccccc2)C1)c1ccc(Oc2cc3c(cc2Cl)C(C(=O)O)CCO3)cc1. RXN SMILES: [CH2:39]1[O:40][CH2:41][CH2:42][CH2:43]1.[CH3:44][CH2:45][OH:46].[Cl:1][c:2]1[cH:3][c:4]2[c:9]([cH:10][c:11]1[O:12][c:13]1[cH:14][cH:15][c:16]([C:19]([NH:20][CH:21]3[CH2:22][CH:23]([c:25]4[cH:26][cH:27][cH:28][cH:29][cH:30]4)[CH2:24]3)=[O:31])[cH:17][cH:18]1)[O:8][CH2:7][CH2:6][CH:5]2[C:32](=[O:33])[O:34][CH2:35][CH3:36].[Na+:38].[OH-:37]>>[Cl:1][c:2]1[cH:3][c:4]2[c:9]([cH:10][c:11]1[O:12][c:13]1[cH:14][cH:15][c:16]([C:19]([NH:20][CH:21]3[CH2:22][CH:23]([c:25]4[cH:26][cH:27][cH:28][cH:29][cH:30]4)[CH2:24]3)=[O:31])[cH:17][cH:18]1)[O:8][CH2:7][CH2:6][CH:5]2[C:32](=[O:33])[OH:34]. Starting materials: NC=1C(=NC(=CN1)C1=CC=C(C=C1)S(=O)(=O)C(C)C)C(=O)NNC(=O)C1=CC=C(CNC(OC(C)(C)C)=O)C=C1 (tert-butyl 4-(2-(3-amino-6-(4-(isopropylsulfonyl)phenyl)pyrazine-2-carbonyl)hydrazinecarbonyl)benzylcarbamate), CCN(C(C)C)C(C)C (DIPEA), BrP(C1=CC=CC=C1)(C1=CC=CC=C1)(C1=CC=CC=C1)Br (dibromo(triphenyl)phosphorane). Run in C(C)#N (acetonitrile). Run at time 48 hour. The product is NC=1C(=NC(=CN1)C1=CC=C(C=C1)S(=O)(=O)C(C)C)C1=NN=C(O1)C1=CC=C(CNC(OC(C)(C)C)=O)C=C1 (tert-butyl 4-(5-(3-amino-6-(4-(isopropylsulfonyl)phenyl)pyrazin-2-yl)-1,3,4-oxadiazol-2-yl)benzylcarbamate). The yield is 35.4%. Reaction SMILES: [NH2:1][C:2]1[C:3]([C:20]([NH:22][NH:23][C:24]([C:26]2[CH:40]=[CH:39][C:29]([CH2:30][NH:31][C:32](=[O:38])[O:33][C:34]([CH3:37])([CH3:36])[CH3:35])=[CH:28][CH:27]=2)=[O:25])=O)=[N:4][C:5]([C:8]2[CH:13]=[CH:12][C:11]([S:14]([CH:17]([CH3:19])[CH3:18])(=[O:16])=[O:15])=[CH:10][CH:9]=2)=[CH:6][N:7]=1.CCN(C(C)C)C(C)C.BrP(Br)(C1C=CC=CC=1)(C1C=CC=CC=1)C1C=CC=CC=1>C(#N)C>[NH2:1][C:2]1[C:3]([C:20]2[O:25][C:24]([C:26]3[CH:27]=[CH:28][C:29]([CH2:30][NH:31][C:32](=[O:38])[O:33][C:34]([CH3:35])([CH3:37])[CH3:36])=[CH:39][CH:40]=3)=[N:23][N:22]=2)=[N:4][C:5]([C:8]2[CH:9]=[CH:10][C:11]([S:14]([CH:17]([CH3:19])[CH3:18])(=[O:16])=[O:15])=[CH:12][CH:13]=2)=[CH:6][N:7]=1. Reported procedure: A mixture of tert-butyl 4-(2-(3-amino-6-(4-(isopropylsulfonyl)phenyl)pyrazine-2-carbonyl)hydrazinecarbonyl)benzylcarbamate (136 mg, 0.24 mmol) and DIPEA (109.8 mg, 148.0 μL, 0.8499 mmol) in acetonitrile (3.000 mL) at 0° C. was treated portionwise with dibromo(triphenyl)phosphorane (143.5 mg, 0.3400 mmol) and the resulting mixture stirred at room temperature for 48 h. The mixture was concentrated in vacuo and pre-absorbed onto silica gel and purified by column chromatography on silica gel eluting... Starting materials: OC(CN1C(CN(CC1)C(=O)OC(C)(C)C)=O)C1=C(C2=C(C(OC2)=O)C=C1)C (tert-butyl 4-[2-hydroxy-2-(4-methyl-1-oxo-1,3-dihydro-2-benzofuran-5-yl)ethyl]-3-oxopiperazine-1-carboxylate). The reagents and catalysts are [OH-].[OH-].[Pd+2] (Pd(OH)2). The solvent is CO (MeOH). The product is CC1=C(C=CC=2C(OCC21)=O)CCN2C(CNCC2)=O (1-[2-(4-methyl-1-oxo-1,3-dihydro-2-benzofuran-5-yl)ethyl]piperazin-2-one). RXN SMILES: O[CH:2]([C:18]1[CH:27]=[CH:26][C:21]2[C:22](=[O:25])[O:23][CH2:24][C:20]=2[C:19]=1[CH3:28])[CH2:3][N:4]1[CH2:9][CH2:8][N:7](C(OC(C)(C)C)=O)[CH2:6][C:5]1=[O:17]>CO.[OH-].[OH-].[Pd+2]>[CH3:28][C:19]1[C:20]2[CH2:24][O:23][C:22](=[O:25])[C:21]=2[CH:26]=[CH:27][C:18]=1[CH2:2][CH2:3][N:4]1[CH2:9][CH2:8][NH:7][CH2:6][C:5]1=[O:17] |f:2.3.4|. Reported procedure: A solution of tert-butyl 4-[2-hydroxy-2-(4-methyl-1-oxo-1,3-dihydro-2-benzofuran-5-yl)ethyl]-3-oxopiperazine-1-carboxylate (160 mg, 0.41 mmol) in 20 mL of MeOH was treated with Pd(OH)2 (120 mg, 0.21 mmol) was stirred under 40 psi atmosphere of H2 at 60 C. After 18 hrs the solution was filtered through a pad of celite which was subsequently washed with EtOAc. The filtrate was concentrated and the residue was then redissolved in 2 mL of DCM was treated with 4 mL of 4N HCl in dioxane at room temper... The reactants are CCO (EtOH), C(C)(=O)Cl (acetyl chloride), CC(C)(C)C1=CN=C(O1)CSC1=CN=C(S1)NC(=O)C1CCNCC1 (N-[5-[[[5-(1,1-dimethylethyl)-2-oxazolyl]methyl]-thio]-2-thiazolyl]-4-piperidinecarboxamide). The solvent is O (Water). The product is Cl.CC(C)(C)C1=CN=C(O1)CSC1=CN=C(S1)NC(=O)C1CCNCC1 (N-[5-[[[5-(1,1-Dimethylethyl)-2-oxazolyl]methyl]thio]-2-thiazolyl]-4-piperidinecarboxamide, monohydrochloride). Yield: 70.0%. As a reaction SMILES: CCO.C([Cl:7])(=O)C.[CH3:8][C:9]([C:12]1[O:16][C:15]([CH2:17][S:18][C:19]2[S:23][C:22]([NH:24][C:25]([CH:27]3[CH2:32][CH2:31][NH:30][CH2:29][CH2:28]3)=[O:26])=[N:21][CH:20]=2)=[N:14][CH:13]=1)([CH3:11])[CH3:10]>O>[ClH:7].[CH3:11][C:9]([C:12]1[O:16][C:15]([CH2:17][S:18][C:19]2[S:23][C:22]([NH:24][C:25]([CH:27]3[CH2:28][CH2:29][NH:30][CH2:31][CH2:32]3)=[O:26])=[N:21][CH:20]=2)=[N:14][CH:13]=1)([CH3:8])[CH3:10] |f:4.5|. Procedure: To a solution of 40 mL of absolute EtOH cooled in an ice-bath was added acetyl chloride (0.28 mL, 3.9 mmol) dropwise. The reaction mixture was allowed to warm to room temperature over 30 min then N-[5-[[[5-(1,1-dimethylethyl)-2-oxazolyl]methyl]-thio]-2-thiazolyl]-4-piperidinecarboxamide (1.50 g, 3.94 mmol, 1 eq) was introduced in one portion with stirring to give a thick slurry. Water (˜4 mL) was added until homogeneous then concentrated in vacuo to give a crude pale yellow solid. The crude mate... Starting materials: NC1=C(C(=O)NC(NCCCCC2=CC=C(C3=CC=CC=C23)OCC(CO)O)=N)C=C(C(=C1)N)Cl (2,4-Diamino-5-chloro-N-{N-[4-(4-(2,3-dihydroxypropoxy)naphthalen-1-yl)butyl]carbamimidoyl}benzamide), C([C@@H](O)C)(=O)O (L-(+)-lactic acid). Solvent: CCO (EtOH). Run at time 15 minute. The product is C(C(O)C)(=O)O (lactic acid), C([C@@H](O)C)(=O)O.NC1=C(C(=O)NC(NCCCCC2=CC=C(C3=CC=CC=C23)OCC(CO)O)=N)C=C(C(=C1)N)Cl (2,4-Diamino-5-chloro-N-(N-{4-[4-(2,3-dihydroxypropoxy)naphthalen-1-yl]butyl}carbamimidoyl)benzamide L-(+)-Lactic Acid Salt). Isolated yield 158.2%. Reaction SMILES: [NH2:1][C:2]1[CH:33]=[C:32]([NH2:34])[C:31]([Cl:35])=[CH:30][C:3]=1[C:4]([NH:6][C:7](=[NH:29])[NH:8][CH2:9][CH2:10][CH2:11][CH2:12][C:13]1[C:22]2[C:17](=[CH:18][CH:19]=[CH:20][CH:21]=2)[C:16]([O:23][CH2:24][CH:25]([OH:28])[CH2:26][OH:27])=[CH:15][CH:14]=1)=[O:5].[C:36]([OH:41])(=[O:40])[C@H:37]([CH3:39])[OH:38]>CCO>[C:36]([OH:41])(=[O:40])[CH:37]([CH3:39])[OH:38].[C:36]([OH:41])(=[O:40])[C@H:37]([CH3:39])[OH:38].[NH2:1][C:2]1[CH:33]=[C:32]([NH2:34])[C:31]([Cl:35])=[CH:30][C:3]=1[C:4]([NH:6][C:7](=[NH:29])[NH:8][CH2:9][CH2:10][CH2:11][CH2:12][C:13]1[C:22]2[C:17](=[CH:18][CH:19]=[CH:20][CH:21]=2)[C:16]([O:23][CH2:24][CH:25]([OH:28])[CH2:26][OH:27])=[CH:15][CH:14]=1)=[O:5] |f:4.5|. Procedure: To a solution of 2,4-diamino-5-chloro-N-(N-{4-[4-(2,3-dihydroxypropoxy)naphthalen-1-yl]butyl}carbamimidoyl)benzamide (24, 28 mg, 0.06 mmole) in EtOH (10 mL) was added L-(+)-lactic acid (5.20 mg, 0.06 mmole) at room temperature and the reaction mixture was stirred for 15 min. The solution was concentrated and the residue was azeotroped with MeOH. The residue was dissolved in H2O (3 mL) and lyophilized to afford lactic acid salt 26 (28 mg, 84%) as a yellow solid: mp 115-118° C.; 1H NMR (300 MHz, C... The reactants are ClC1=CC(=C(C=C1)C(CC(=O)C1=CN(C(C=C1)=O)C)C1=CC=C(C=C1)NS(=O)(=O)C)C (N-{4-[1-(4-chloro-2-methyl-phenyl)-3-(1-methyl-6-oxo-1,6-dihydro-pyridin-3-yl)-3-oxo-propyl]-phenyl}-methanesulfonamide), Cl.NO (hydroxylamine hydrochloride), C(O)([O-])=O.[Na+] (sodium hydrogencarbonate). Product: ClC1=CC(=C(C=C1)C(C\C(\C1=CN(C(C=C1)=O)C)=N/O)C1=CC=C(C=C1)NS(=O)(=O)C)C (N-{4-[1-(4-Chloro-2-methyl-phenyl)-3-[(E)-hydroxyimino]-3-(1-methyl-6-oxo-1,6-dihydro-pyridin-3-yl)-propyl]-phenyl}-methanesulfonamide). RXN SMILES: [Cl:1][C:2]1[CH:7]=[CH:6][C:5]([CH:8]([C:20]2[CH:25]=[CH:24][C:23]([NH:26][S:27]([CH3:30])(=[O:29])=[O:28])=[CH:22][CH:21]=2)[CH2:9][C:10]([C:12]2[CH:17]=[CH:16][C:15](=[O:18])[N:14]([CH3:19])[CH:13]=2)=O)=[C:4]([CH3:31])[CH:3]=1.Cl.[NH2:33][OH:34].C(=O)([O-])O.[Na+]>>[Cl:1][C:2]1[CH:7]=[CH:6][C:5]([CH:8]([C:20]2[CH:25]=[CH:24][C:23]([NH:26][S:27]([CH3:30])(=[O:28])=[O:29])=[CH:22][CH:21]=2)[CH2:9]/[C:10](=[N:33]\[OH:34])/[C:12]2[CH:17]=[CH:16][C:15](=[O:18])[N:14]([CH3:19])[CH:13]=2)=[C:4]([CH3:31])[CH:3]=1 |f:1.2,3.4|. Reported procedure: In analogy to example 151, step 3, N-{4-[1-(4-chloro-2-methyl-phenyl)-3-(1-methyl-6-oxo-1,6-dihydro-pyridin-3-yl)-3-oxo-propyl]-phenyl}-methanesulfonamide was reacted with hydroxylamine hydrochloride in the presence of sodium hydrogencarbonate to give the title compound containing 4% of the corresponding Z isomer as a colourless solid, MS (ESI+): m/z=474.2 [M+H]+. The reactants are C(C)(=O)OC=1C=C(C=CC1)CCCC#C (5-m-acetoxyphenylpent-1-yne), O1OOCCC1 (trioxan), C=O (formalin), C(C)NCC (diethylamine), cuprous chloride. Run in O1CCOCC1 (dioxan), C(C)(=O)O (acetic acid). Product: C(C)N(CC#CCCCC1=CC(=CC=C1)OC(C)=O)CC (1-diethylamino-6-m-acetoxyphenylhex-2-yne). Isolated yield 620.6%. As a reaction SMILES: [C:1]([O:4][C:5]1[CH:6]=[C:7]([CH2:11][CH2:12][CH2:13][C:14]#[CH:15])[CH:8]=[CH:9][CH:10]=1)(=[O:3])[CH3:2].O1[CH2:21][CH2:20]COO1.C=O.[CH2:24]([NH:26][CH2:27]C)[CH3:25]>O1CCOCC1.C(O)(=O)C>[CH2:24]([N:26]([CH2:20][CH3:21])[CH2:27][C:15]#[C:14][CH2:13][CH2:12][CH2:11][C:7]1[CH:8]=[CH:9][CH:10]=[C:5]([O:4][C:1](=[O:3])[CH3:2])[CH:6]=1)[CH3:25]. Procedure details: Add 5-m-acetoxyphenylpent-1-yne (9.5 g) to a mixture of trioxan (0.5 g), 40% formalin (5.5 g), diethylamine (4 g), acetic acid (2.75 g), dioxan (25 cc), and cuprous chloride (0.13 g) at room temperature. Heat the mixture thus obtained to 70°, to obtain a clear green solution, and maintain under nitrogen at that temperature for 12 hours. Cool and add ice, pour the product into ice-cold saturated potassium bicarbonate and extract the mixture with ether. Wash and dry, evaporate the extracts under r...